This data is from the Open Reaction Database (ORD), a public repository of structured organic reaction records. The task is: describe an organic reaction: reactants, conditions, products, and yield Starting materials: CC([O-])=S, CS(C)=O, CS(=O)(=O)OC1CCC2(CC1)OCCO2, [K+]. Product: CC(=S)OC1CCC2(CC1)OCCO2. As a reaction SMILES: [C:1]([CH3:2])(=[S:3])[O-:4].[CH3:21][S:22]([CH3:23])=[O:24].[CH3:6][S:7]([O:8][CH:11]1[CH2:12][CH2:13][C:14]2([O:15][CH2:16][CH2:17][O:18]2)[CH2:19][CH2:20]1)(=[O:9])=[O:10].[K+:5]>>[C:1]([CH3:2])(=[S:3])[O:4][CH:11]1[CH2:12][CH2:13][C:14]2([O:15][CH2:16][CH2:17][O:18]2)[CH2:19][CH2:20]1. Starting materials: C(C)(C)(C)OC(=O)NC(C(=O)O)C1=CC(=CC=C1)C(F)(F)F ([(tert-butoxycarbonyl)amino][3-(trifluoromethyl)-phenyl]acetic acid), NC1(CC1)C(=O)OCC (ethyl 1-aminocyclopropanecarboxylate), C(CCl)Cl (EDC), C=1C=CC2=C(C1)N=NN2O (HOBt). Solvent: CN(C)C=O (DMF), C(C)(=O)OCC (ethyl acetate). Run at time 8 hour. The product is C(C)(C)(C)OC(=O)NC(C(=O)NC1(CC1)C(=O)OCC)C1=CC(=CC=C1)C(F)(F)F (Ethyl 1-({[(tert-butoxycarbonyl)amino][3-(trifluoromethyl)phenyl]acetyl}amino)cyclopropanecarboxylate). RXN SMILES: [C:1]([O:5][C:6]([NH:8][CH:9]([C:13]1[CH:18]=[CH:17][CH:16]=[C:15]([C:19]([F:22])([F:21])[F:20])[CH:14]=1)[C:10](O)=[O:11])=[O:7])([CH3:4])([CH3:3])[CH3:2].[NH2:23][C:24]1([C:27]([O:29][CH2:30][CH3:31])=[O:28])[CH2:26][CH2:25]1.C(Cl)CCl.C1C=CC2N(O)N=NC=2C=1>CN(C=O)C.C(OCC)(=O)C>[C:1]([O:5][C:6]([NH:8][CH:9]([C:13]1[CH:18]=[CH:17][CH:16]=[C:15]([C:19]([F:20])([F:21])[F:22])[CH:14]=1)[C:10]([NH:23][C:24]1([C:27]([O:29][CH2:30][CH3:31])=[O:28])[CH2:26][CH2:25]1)=[O:11])=[O:7])([CH3:2])([CH3:3])[CH3:4]. Reported procedure: A mixture of 500 mg (1.57 mmol) of [(tert-butoxycarbonyl)amino][3-(trifluoromethyl)-phenyl]acetic acid, 243 mg (1.88 mmol) of ethyl 1-aminocyclopropanecarboxylate, 450 mg (2.35 mmol) of EDC and 317 mg (2.35 mmol) of HOBt in 10 ml of DMF was stirred at RT overnight. The reaction mixture was diluted with ethyl acetate and washed twice with 1N hydrochloric acid and once with a saturated aqueous sodium bicarbonate solution. The organic phase was dried over sodium sulphate and then freed from the sol...